Dataset: the Open Reaction Database (ORD), a public repository of structured organic reaction records. Task: describe an organic reaction: reactants, conditions, products, and yield Reactants: CC1=NOC(=N1)C1=CC=C(C=C1)N1N=C2CCNCCC2=C1 (2-[4-(3-methyl-1,2,4-oxadiazol-5-yl)phenyl]-2,4,5,6,7,8-hexahydropyrazolo[3,4-d]azepine), CC(C=O)C (2-methylpropanal), crude mixture, C(C)(=O)O[BH-](OC(C)=O)OC(C)=O.[Na+] (Sodium triacetoxyborohydride). The reagents and catalysts are C(C)(=O)O (acetic acid). Solvent: ClCCl (dichloromethane), CO (methanol). Reaction conditions: time 20 minute. Yields the product CC1=NOC(=N1)C1=CC=C(C=C1)N1N=C2CCN(CCC2=C1)CC(C)C (2-[4-(3-Methyl-1,2,4-oxadiazol-5-yl)phenyl]-6-(2-methylpropyl)-2,4,5,6,7,8-hexahydropyrazolo[3,4-d]azepine). Reaction SMILES: [CH3:1][C:2]1[N:6]=[C:5]([C:7]2[CH:12]=[CH:11][C:10]([N:13]3[CH:22]=[C:21]4[C:15]([CH2:16][CH2:17][NH:18][CH2:19][CH2:20]4)=[N:14]3)=[CH:9][CH:8]=2)[O:4][N:3]=1.[CH3:23][CH:24]([CH3:27])[CH:25]=O.C(O[BH-](OC(=O)C)OC(=O)C)(=O)C.[Na+]>ClCCl.C(O)(=O)C.CO>[CH3:1][C:2]1[N:6]=[C:5]([C:7]2[CH:12]=[CH:11][C:10]([N:13]3[CH:22]=[C:21]4[C:15]([CH2:16][CH2:17][N:18]([CH2:23][CH:24]([CH3:27])[CH3:25])[CH2:19][CH2:20]4)=[N:14]3)=[CH:9][CH:8]=2)[O:4][N:3]=1 |f:2.3|. Procedure details: To a solution of 2-[4-(3-methyl-1,2,4-oxadiazol-5-yl)phenyl]-2,4,5,6,7,8-hexahydropyrazolo[3,4-d]azepine (may be prepared as described in Description 35) (31 mg, 0.10 mmol) in dichloromethane (4 ml) was added 2-methylpropanal (30 mg, 0.42 mmol) and acetic acid (3 drops). The resulting mixture was stirred at room temperature, under argon, for 20 minutes. Sodium triacetoxyborohydride (89 mg, 0.42 mmol) was added and stirring continued overnight. The resulting crude mixture was diluted with methano...